Dataset: the Open Reaction Database (ORD), a public repository of structured organic reaction records. Task: describe an organic reaction: reactants, conditions, products, and yield Reactants: P(=O)(O)(O)OP(=O)(O)O (pyrophosphoric acid), [O-]P([O-])(=O)OP(=O)([O-])[O-].[Na+].[Na+].[Na+].[Na+] (Tetrasodium pyrophosphate), N1=C(N)N=C(N)N=C1N (Melamine), [O-]P([O-])(=O)OP(=O)([O-])[O-].[Na+].[Na+].[Na+].[Na+] (tetrasodium pyrophosphate), N1=C(N)N=C(N)N=C1N (melamine). Solvent: O (water), O (water). Run at time 15 minute. Product: OP(O)(=O)OP(=O)(O)O.N1=C(N)N=C(N)N=C1N (Melamine Pvrophosphate). Reaction SMILES: [O-:1][P:2]([O:5][P:6]([O-:9])([O-:8])=[O:7])(=[O:4])[O-:3].[Na+].[Na+].[Na+].[Na+].[N:14]1[C:21]([NH2:22])=[N:20][C:18]([NH2:19])=[N:17][C:15]=1[NH2:16].P(OP(O)(O)=O)(O)(O)=O>O>[OH:3][P:2]([O:5][P:6]([OH:9])([OH:8])=[O:7])(=[O:1])[OH:4].[N:14]1[C:21]([NH2:22])=[N:20][C:18]([NH2:19])=[N:17][C:15]=1[NH2:16] |f:0.1.2.3.4,8.9|. Reported procedure: Tetrasodium pyrophosphate (110 g) was dissolved in 4.1 l of deionized water at ambient temperature. Melamine (104 g) was separately slurried in 4.1 l of deionized water at ambient temperature. The clear tetrasodium pyrophosphate solution was passed at a rate of 150 ml/min. through a 5 cm inner diameter ion exchange column containing 1.5l of AMBERLITE 120H ion exchange resin. The pyrophosphoric acid solution flowing from the exchange column was passed directly into the melamine slurry container. ...